From a dataset of the Open Reaction Database (ORD), a public repository of structured organic reaction records. describe an organic reaction: reactants, conditions, products, and yield As a reaction SMILES: [CH2:33]1[CH2:34][CH2:35][NH:36][CH2:37][CH2:38]1.[CH3:39][CH2:40][OH:41].[Cl:1][c:2]1[cH:3][c:4]([NH:9][c:10]2[n:11][c:12]3[n:13]([c:14]([NH:16][CH2:17][CH:18]4[CH2:19][CH2:20]4)[cH:15]2)[n:21][cH:22][c:23]3[CH:24]=[O:25])[cH:5][cH:6][c:7]1[F:8].[O:26]=[C:27]1[CH2:28][NH:29][C:30](=[O:31])[NH:32]1>>[Cl:1][c:2]1[cH:3][c:4]([NH:9][c:10]2[n:11][c:12]3[n:13]([c:14]([NH:16][CH2:17][CH:18]4[CH2:19][CH2:20]4)[cH:15]2)[n:21][cH:22][c:23]3[CH:24]=[C:28]2[C:27](=[O:26])[NH:32][C:30](=[O:31])[NH:29]2)[cH:5][cH:6][c:7]1[F:8]. Reactants: C1CCNCC1, CCO, O=Cc1cnn2c(NCC3CC3)cc(Nc3ccc(F)c(Cl)c3)nc12, O=C1CNC(=O)N1. Product: O=C1NC(=O)C(=Cc2cnn3c(NCC4CC4)cc(Nc4ccc(F)c(Cl)c4)nc23)N1. The reactants are O=C(CBr)c1ccc(-c2ccccc2F)cc1, CC(C)=O, [Na+], [OH-], O, O=C(O)CS. Yields the product O=C(O)CSCC(=O)c1ccc(-c2ccccc2F)cc1. As a reaction SMILES: [Br:8][CH2:9][C:10](=[O:11])[c:12]1[cH:13][cH:14][c:15](-[c:18]2[c:19]([F:24])[cH:20][cH:21][cH:22][cH:23]2)[cH:16][cH:17]1.[CH3:26][C:27](=[O:28])[CH3:29].[Na+:7].[OH-:6].[OH2:25].[OH:1][C:2](=[O:3])[CH2:4][SH:5]>>[OH:1][C:2](=[O:3])[CH2:4][S:5][CH2:9][C:10](=[O:11])[c:12]1[cH:13][cH:14][c:15](-[c:18]2[c:19]([F:24])[cH:20][cH:21][cH:22][cH:23]2)[cH:16][cH:17]1. Reactants: O=C([O-])[O-], CCO, Cl, [K+], [K+], NO, O, N#CCCCn1c(CO)nc2ccccc21. The product is N=C(CCCn1c(CO)nc2ccccc21)NO. Reaction SMILES: [C:20](=[O:21])([O-:22])[O-:23].[CH3:26][CH2:27][OH:28].[ClH:17].[K+:24].[K+:25].[NH2:18][OH:19].[OH2:29].[OH:1][CH2:2][c:3]1[n:4][c:5]2[c:6]([n:7]1[CH2:8][CH2:9][CH2:10][C:11]#[N:12])[cH:13][cH:14][cH:15][cH:16]2>>[OH:1][CH2:2][c:3]1[n:4][c:5]2[c:6]([n:7]1[CH2:8][CH2:9][CH2:10][C:11](=[NH:12])[NH:18][OH:19])[cH:13][cH:14][cH:15][cH:16]2. The reactants are CC(C)(C)OC(=O)N1CCN(c2c(C3CC3)cnc3[nH]nc(I)c23)CC1, Cl, C1COCCO1. Product: Ic1n[nH]c2ncc(C3CC3)c(N3CCNCC3)c12, Cl. Reaction SMILES: [CH:1]1([c:4]2[c:5]([N:14]3[CH2:15][CH2:16][N:17]([C:20]([O:21][C:22]([CH3:23])([CH3:24])[CH3:25])=[O:26])[CH2:18][CH2:19]3)[c:6]3[c:7]([n:8][cH:9]2)[nH:10][n:11][c:12]3[I:13])[CH2:2][CH2:3]1.[ClH:27].[O:28]1[CH2:29][CH2:30][O:31][CH2:32][CH2:33]1>>[CH:1]1([c:4]2[c:5]([N:14]3[CH2:15][CH2:16][NH:17][CH2:18][CH2:19]3)[c:6]3[c:7]([n:8][cH:9]2)[nH:10][n:11][c:12]3[I:13])[CH2:2][CH2:3]1.[ClH:27]. The reactants are BrCCCBr, O=C([O-])O, CC(C)(C)OC(=O)N1CCNCC1, C1COCCO1, CCOC(C)=O, CCN(C(C)C)C(C)C, [Na+]. Product: CC(C)(C)OC(=O)N1CCN(CCCBr)CC1. RXN SMILES: [Br:1][CH2:2][CH2:3][CH2:4][Br:5].[C:28](=[O:29])([OH:30])[O-:31].[C:6]([CH3:7])([CH3:8])([CH3:9])[O:10][C:11](=[O:12])[N:13]1[CH2:14][CH2:15][NH:16][CH2:17][CH2:18]1.[CH2:33]1[O:34][CH2:35][CH2:36][O:37][CH2:38]1.[CH3:39][CH2:40][O:41][C:42](=[O:43])[CH3:44].[CH:19]([N:20]([CH:21]([CH3:22])[CH3:23])[CH2:24][CH3:25])([CH3:26])[CH3:27].[Na+:32]>>[Br:1][CH2:2][CH2:3][CH2:4][N:16]1[CH2:15][CH2:14][N:13]([C:11]([O:10][C:6]([CH3:7])([CH3:8])[CH3:9])=[O:12])[CH2:18][CH2:17]1. The product is C=Cc1cccc(C(N)=O)c1. Reaction SMILES: [CH3:13][CH2:14][O:15][C:16]([CH3:17])=[O:18].[CH:1](=[CH2:2])[c:3]1[cH:4][c:5]([C:6](=[O:7])[Cl:8])[cH:9][cH:10][cH:11]1.[NH3:12]>>[CH:1](=[CH2:2])[c:3]1[cH:4][c:5]([C:6](=[O:7])[NH2:12])[cH:9][cH:10][cH:11]1. The reactants are CCOC(C)=O, C=Cc1cccc(C(=O)Cl)c1, N.